This data is from the Open Reaction Database (ORD), a public repository of structured organic reaction records. The task is: describe an organic reaction: reactants, conditions, products, and yield The reactants are O=c1c([N+](=O)[O-])c(Cl)ccn1Cc1ccccc1, C1CCOC1, N. Product: Nc1ccn(Cc2ccccc2)c(=O)c1[N+](=O)[O-]. As a reaction SMILES: [CH2:1]([c:2]1[cH:3][cH:4][cH:5][cH:6][cH:7]1)[n:8]1[c:9](=[O:18])[c:10]([N+:15](=[O:16])[O-:17])[c:11]([Cl:14])[cH:12][cH:13]1.[CH2:20]1[O:21][CH2:22][CH2:23][CH2:24]1.[NH3:19]>>[CH2:1]([c:2]1[cH:3][cH:4][cH:5][cH:6][cH:7]1)[n:8]1[c:9](=[O:18])[c:10]([N+:15](=[O:16])[O-:17])[c:11]([NH2:19])[cH:12][cH:13]1. The reactants are C1N[C@@H](CC=2C3=CC=CC=C3NC12)C(=O)O ((3S)-1,2,3,4-tetrahydro-β-carboline-3-carboxylic acid), ClC=1C=C(CCl)C=CC1Cl (3,4-dichlorobenzyl chloride), C(=S)=S (carbon disulfide), [OH-].[K+] (KOH), C(C)O (ethanol). Yields the product ClC=1C=C(CSC(=S)N2CC=3NC4=CC=CC=C4C3C[C@H]2C(=O)O)C=CC1Cl ((3S)-2-[(3,4-Dichlorobenzylthio)thiocarbonyl]-1,2,3,4-tetrahydro-β-carboline-3-carboxylic acid). Yield: 54.0%. As a reaction SMILES: [CH2:1]1[C:13]2[NH:12][C:11]3[C:6](=[CH:7][CH:8]=[CH:9][CH:10]=3)[C:5]=2[CH2:4][C@@H:3]([C:14]([OH:16])=[O:15])[NH:2]1.[OH-].[K+].C(O)C.[Cl:22][C:23]1[CH:24]=[C:25]([CH:28]=[CH:29][C:30]=1[Cl:31])[CH2:26]Cl.[C:32](=[S:34])=[S:33]>>[Cl:22][C:23]1[CH:24]=[C:25]([CH:28]=[CH:29][C:30]=1[Cl:31])[CH2:26][S:34][C:32]([N:2]1[C@H:3]([C:14]([OH:16])=[O:15])[CH2:4][C:5]2[C:6]3[C:11](=[CH:10][CH:9]=[CH:8][CH:7]=3)[NH:12][C:13]=2[CH2:1]1)=[S:33] |f:1.2|. Procedure: In the same manner as described in Example 16, (3S)-1,2,3,4-tetrahydro-β-carboline-3-carboxylic acid (3.24 g), KOH (1.75 g), 70% ethanol (45 ml), carbon disulfide (0.88 ml) and 3,4-dichlorobenzyl chloride (3.52 g) are reacted and treated. The product is purified by silica gel column chromatography (solvent, chloroform:methanol:acetic acid=97:2:1) to give the title compound (3.63 g, 54%), as pale yellow powder. Starting materials: C1CC(=O)N(C1=O)Br (NBS), C(C1=CC=CC=C1)(=O)OOC(C1=CC=CC=C1)=O (benzoyl peroxide), ClC1=C2C(=C(N(C2=CC=C1)C)C)C(=O)OC (Methyl 4-chloro-1,2-dimethyl-1H-indole-3-carboxylate). Solvent: C(Cl)(Cl)(Cl)Cl (CCl4). Conditions: temperature 85 celsius. Yields the product BrCC=1N(C2=CC=CC(=C2C1C(=O)OC)Cl)C (Methyl 2-(bromo-methyl)-4-chloro-1-methyl-1H-indole-3-carboxylate). The yield is 48.0%. As a reaction SMILES: [Cl:1][C:2]1[CH:10]=[CH:9][CH:8]=[C:7]2[C:3]=1[C:4]([C:13]([O:15][CH3:16])=[O:14])=[C:5]([CH3:12])[N:6]2[CH3:11].C1C(=O)N([Br:24])C(=O)C1.C(OOC(=O)C1C=CC=CC=1)(=O)C1C=CC=CC=1>C(Cl)(Cl)(Cl)Cl>[Br:24][CH2:12][C:5]1[N:6]([CH3:11])[C:7]2[C:3]([C:4]=1[C:13]([O:15][CH3:16])=[O:14])=[C:2]([Cl:1])[CH:10]=[CH:9][CH:8]=2. Procedure details: Methyl 4-chloro-1,2-dimethyl-1H-indole-3-carboxylate (9.70 mmol, 1.0 equiv.) was dissolved in CCl4 (97 ml), and NBS (9.70 mmol, 1.0 equiv.) and benzoyl peroxide (0.19 mmol, 0.02 equiv.) were added. The mixture was heated for 1 h at 85° C. The resulting succinimide was filtered out, the filtrate was concentrated, and the residue was purified by column chromatography (20% ethyl acetate in hexane). Yield: 48% The reactants are C(O)([O-])=O.[Na+] (sodium hydrogencarbonate), O=C1CC(C(CC1)C(=O)OCC)C(=O)OCC (diethyl 4-oxocyclohexane-1,2-dicarboxylate), S(O)(O)(=O)=O (sulfuric acid), C1(=CC=CC=C1)NN (phenylhydrazine). The solvent is O (water), C(C)(=O)OCC (ethyl acetate), C(C)O (ethanol). Product: C1C(C(CC=2C3=CC=CC=C3NC12)C(=O)OCC)C(=O)OCC (diethyl 1,2,3,4-tetrahydrocarbazole-2,3-dicarboxylate). The yield is 59.4%. RXN SMILES: O=[C:2]1[CH2:7][CH2:6][CH:5]([C:8]([O:10][CH2:11][CH3:12])=[O:9])[CH:4]([C:13]([O:15][CH2:16][CH3:17])=[O:14])[CH2:3]1.S(=O)(=O)(O)O.[C:23]1([NH:29]N)[CH:28]=[CH:27][CH:26]=[CH:25][CH:24]=1.C(=O)([O-])O.[Na+]>O.C(OCC)(=O)C.C(O)C>[CH2:6]1[C:7]2[NH:29][C:23]3[C:24](=[CH:25][CH:26]=[CH:27][CH:28]=3)[C:2]=2[CH2:3][CH:4]([C:13]([O:15][CH2:16][CH3:17])=[O:14])[CH:5]1[C:8]([O:10][CH2:11][CH3:12])=[O:9] |f:3.4|. Reported procedure: To 20 ml of ethanol were added 2.66 g of diethyl 4-oxocyclohexane-1,2-dicarboxylate, 2.45 g of concentrated sulfuric acid and 1.08 g of phenylhydrazine. The mixture was refluxed for 2 hours and then cooled to room temperature. Thereto were added 50 ml of ethyl acetate and 50 ml of water. The mixture was adjusted to pH 7.5 with an aqueous saturated sodium hydrogencarbonate solution. The organic layer was separated, washed with an aqueous saturated sodium chloride solution, and dried over anhydrou...